From a dataset of the Open Reaction Database (ORD), a public repository of structured organic reaction records. describe an organic reaction: reactants, conditions, products, and yield The reactants are [Br-], COc1ccc(OC)c(C[P+](c2ccccc2)(c2ccccc2)c2ccccc2)c1, COC(=O)c1cc(C=O)ccc1O, CCCCCC, CC(C)[N-]C(C)C, [Cl-], [Li+], [NH4+], C1CCOC1, C1CCOC1. Yields the product COC(=O)c1cc(C=Cc2cc(OC)ccc2OC)ccc1O. As a reaction SMILES: [Br-:9].[CH3:10][O:11][c:12]1[c:13]([CH2:14][P+:15]([c:16]2[cH:17][cH:18][cH:19][cH:20][cH:21]2)([c:22]2[cH:23][cH:24][cH:25][cH:26][cH:27]2)[c:28]2[cH:29][cH:30][cH:31][cH:32][cH:33]2)[cH:34][c:35]([O:38][CH3:39])[cH:36][cH:37]1.[CH3:40][O:41][C:42](=[O:43])[c:44]1[cH:45][c:46]([CH:47]=[O:48])[cH:49][cH:50][c:51]1[OH:52].[CH3:55][CH2:56][CH2:57][CH2:58][CH2:59][CH3:60].[CH:1]([N-:2][CH:3]([CH3:4])[CH3:5])([CH3:6])[CH3:7].[Cl-:53].[Li+:8].[NH4+:54].[O:61]1[CH2:62][CH2:63][CH2:64][CH2:65]1.[O:66]1[CH2:67][CH2:68][CH2:69][CH2:70]1>>[CH3:10][O:11][c:12]1[c:13]([CH:14]=[CH:47][c:46]2[cH:45][c:44]([C:42]([O:41][CH3:40])=[O:43])[c:51]([OH:52])[cH:50][cH:49]2)[cH:34][c:35]([O:38][CH3:39])[cH:36][cH:37]1. The reactants are C(#N)CC1(CN(C1)C1=CC=C(C(=O)OC)C=C1)N1N=CC(=C1)C=1C2=C(N=CN1)N(C=C2)COCC[Si](C)(C)C (methyl 4-{3-(cyanomethyl)-3-[4-(7-{[2-(trimethylsilyl)ethoxy]methyl}-7H-pyrrolo[2,3-d]pyrimidin-4-yl)-1H-pyrazol-1-yl]azetidin-1-yl}benzoate), Cl.C1(CC1)[C@@H](C(F)(F)F)N ((15)-1-cyclopropyl-2,2,2-trifluoroethanamine HCl salt), C[Al](C)C (trimethylaluminum), C(C)(C)N(C(C)C)CC (N,N-diisopropylethylamine), Cl.C1(CC1)[C@@H](C(F)(F)F)N ((15)-1-cyclopropyl-2,2,2-trifluoroethanamine HCl salt), C(C)(C)N(C(C)C)CC (N,N-diisopropylethylamine), C[Al](C)C (trimethylaluminum). The solvent is ClCCCl (1,2-dichloroethane), ClCCCl (1,2-dichloroethane), ClCCl (dichloromethane), C1(=CC=CC=C1)C (toluene), C1(=CC=CC=C1)C (toluene), ClCCCl (1,2-dichloroethane). Reaction conditions: time 20 minute. Yields the product C(#N)CC1(CN(C1)C1=CC=C(C(=O)N[C@H](C(F)(F)F)C2CC2)C=C1)N1N=CC(=C1)C=1C2=C(N=CN1)NC=C2 (4-{3-(Cyanomethyl)-3-[4-(7H-pyrrolo[2,3-d]pyrimidin-4-yl)-1H-pyrazol-1-yl]azetidin-1-yl}-N-[(1S)-1-cyclopropyl-2,2,2-trifluoroethyl]benzamide). The yield is 94.0%. Reaction SMILES: Cl.[CH:2]1([C@H:5]([NH2:10])[C:6]([F:9])([F:8])[F:7])[CH2:4][CH2:3]1.C(N(CC)C(C)C)(C)C.C[Al](C)C.[C:24]([CH2:26][C:27]1([N:41]2[CH:45]=[C:44]([C:46]3[C:47]4[CH:54]=[CH:53][N:52](COCC[Si](C)(C)C)[C:48]=4[N:49]=[CH:50][N:51]=3)[CH:43]=[N:42]2)[CH2:30][N:29]([C:31]2[CH:40]=[CH:39][C:34]([C:35](OC)=[O:36])=[CH:33][CH:32]=2)[CH2:28]1)#[N:25]>ClCCCl.C1(C)C=CC=CC=1.ClCCl>[C:24]([CH2:26][C:27]1([N:41]2[CH:45]=[C:44]([C:46]3[C:47]4[CH:54]=[CH:53][NH:52][C:48]=4[N:49]=[CH:50][N:51]=3)[CH:43]=[N:42]2)[CH2:30][N:29]([C:31]2[CH:32]=[CH:33][C:34]([C:35]([NH:10][C@@H:5]([CH:2]3[CH2:4][CH2:3]3)[C:6]([F:9])([F:8])[F:7])=[O:36])=[CH:39][CH:40]=2)[CH2:28]1)#[N:25] |f:0.1|. Procedure: To an oven dried vial containing (15)-1-cyclopropyl-2,2,2-trifluoroethanamine HCl salt (130 mg, 0.74 mmol) (ASIBA Pharmatech, Cat. #: 70092-HCl) and equipped with a magnetic stirring bar was placed anhydrous 1,2-dichloroethane (0.5 mL) followed by N,N-diisopropylethylamine (140 μL, 0.83 mmol). The reaction vial was purged with N2 (g) and sealed prior to the addition of 2.0 M trimethylaluminum in toluene (180 μL, 0.37 mmol). After stirring at room temperature for 20 min., a solution of methyl 4-{... Starting materials: C(C1=CC=CC=C1)N(C1(COCC1)CNC1=CC(=NC2=CC=C(C=C12)C)N1CCS(C2=C(C1)C=CC=C2)(=O)=O)CC2=CC=CC=C2 (N-{[3-(Dibenzylamino)tetrahydrofuran-3-yl]methyl}-2-(1,1-dioxido-2,3-dihydro-1,4-benzothiazepin-4(5H)-yl)-6-methylquinolin-4-amine), NCCO (2-aminoethanol). The product is O=S1(CCN(CC2=C1C=CC=C2)C2=NC1=CC=NC=C1C(=C2)NCCO)=O (2-{[2-(1,1-Dioxido-2,3-dihydro-1,4-benzothiazepin-4(5H)-yl)-1,6-naphthyridin-4-yl]amino}ethanol). Reaction SMILES: C(N(CC1C=CC=CC=1)C1([CH2:14][NH:15][C:16]2[C:25]3[C:20](=[CH:21][CH:22]=[C:23](C)C=3)[N:19]=[C:18]([N:27]3[CH2:33][C:32]4[CH:34]=[CH:35][CH:36]=[CH:37][C:31]=4[S:30](=[O:39])(=[O:38])[CH2:29][CH2:28]3)C=2)CCOC1)C1C=CC=CC=1.[NH2:47][CH2:48][CH2:49][OH:50]>>[O:38]=[S:30]1(=[O:39])[C:31]2[CH:37]=[CH:36][CH:35]=[CH:34][C:32]=2[CH2:33][N:27]([C:18]2[CH:23]=[C:22]([NH:47][CH2:48][CH2:49][OH:50])[C:21]3[C:20](=[CH:25][CH:16]=[N:15][CH:14]=3)[N:19]=2)[CH2:28][CH2:29]1. Procedure: The title compound was prepared in analogy to Example 12-1 in Scheme 5 by using 4-(4-chloro-1,6-naphthyridin-2-yl)-2,3,4,5-tetrahydro-1,4-benzothiazepine 1,1-dioxide (prepared in analogy to 4-(4-chloro-6-methylquinolin-2-yl)-2,3,4,5-tetrahydro-1,4-benzothiazepine 1,1-dioxide in Example 2-1 by using 2,3,4,5-tetrahydro-1,4-benzothiazepine and 2,4-dichloro-1,6-naphthyridine) and 2-aminoethanol. MS obsd. (ESI+) [(M+H)+] 385, 1H NMR (400 MHz, CD3OD) δ ppm 9.66 (s, 1 H), 8.66-8.64 (d, J=6.8 Hz, 1 H), ...